This data is from the Open Reaction Database (ORD), a public repository of structured organic reaction records. The task is: describe an organic reaction: reactants, conditions, products, and yield Reactants: C1CCNCC1, CC(=O)O, CC(C)c1csc(CCc2ccn3c(=O)c(C=O)c(N4CCOCC4)nc3c2)n1, O=C1CSC(=O)N1, c1ccccc1. Yields the product CC(C)c1csc(CCc2ccn3c(=O)c(C=C4SC(=O)NC4=O)c(N4CCOCC4)nc3c2)n1. As a reaction SMILES: [CH2:43]1[CH2:44][CH2:45][NH:46][CH2:47][CH2:48]1.[CH3:49][C:50](=[O:51])[OH:52].[CH:1]([CH3:2])([CH3:3])[c:4]1[n:5][c:6]([CH2:9][CH2:10][c:11]2[cH:12][c:13]3[n:14]([c:15](=[O:27])[c:16]([CH:25]=[O:26])[c:17]([N:19]4[CH2:20][CH2:21][O:22][CH2:23][CH2:24]4)[n:18]3)[cH:28][cH:29]2)[s:7][cH:8]1.[S:30]1[C:31](=[O:36])[NH:32][C:33](=[O:35])[CH2:34]1.[cH:37]1[cH:38][cH:39][cH:40][cH:41][cH:42]1>>[CH:1]([CH3:2])([CH3:3])[c:4]1[n:5][c:6]([CH2:9][CH2:10][c:11]2[cH:12][c:13]3[n:14]([c:15](=[O:27])[c:16]([CH:25]=[C:34]4[S:30][C:31](=[O:36])[NH:32][C:33]4=[O:35])[c:17]([N:19]4[CH2:20][CH2:21][O:22][CH2:23][CH2:24]4)[n:18]3)[cH:28][cH:29]2)[s:7][cH:8]1.